From a dataset of the Open Reaction Database (ORD), a public repository of structured organic reaction records. describe an organic reaction: reactants, conditions, products, and yield The reactants are N1N=CN=C1 (1,2,4-triazole), C([O-])([O-])=O.[K+].[K+] (potassium carbonate), ClC=1C=CC(=NC1)C(CCl)=O (5-Chloro-2-chloroacetylpyridine). Run in C(C)#N (acetonitrile), C(C)#N (acetonitrile). Run at time 2 hour. The product is ClC=1C=CC(=NC1)C(N1N=CN=C1)C(=O)C(C1=NC=C(C=C1)Cl)N1N=CN=C1 (5-chloropyrid-2-yl-1,2,4-triazol-1-ylmethyl ketone). As a reaction SMILES: [Cl:1][C:2]1[CH:3]=[CH:4][C:5]([C:8](=O)CCl)=[N:6][CH:7]=1.[NH:12]1[CH:16]=[N:15][CH:14]=[N:13]1.[C:17](=[O:20])([O-])[O-].[K+].[K+]>C(#N)C>[Cl:1][C:2]1[CH:3]=[CH:4][C:5]([CH:8]([C:17]([CH:8]([N:12]2[CH:16]=[N:15][CH:14]=[N:13]2)[C:5]2[CH:4]=[CH:3][C:2]([Cl:1])=[CH:7][N:6]=2)=[O:20])[N:12]2[CH:16]=[N:15][CH:14]=[N:13]2)=[N:6][CH:7]=1 |f:2.3.4|. Procedure details: 5-Chloro-2-chloroacetylpyridine (20 g.) was dissolved in acetonitrile (25 ml.) and added dropwise to a refluxing solution of 1,2,4-triazole (6.2 g.) and potassium carbonate (13.4 g.) in acetonitrile (25 ml.). When the addition was complete, the solution was allowed to cool and was stirred for 2 hours. The solvent was evaporated and the residue was partitioned between ethyl acetate and water. The ethyl acetate layer was separated, washed twice with water and twice with brine, dried over sodium su... Reactants: BrCC1=CC=C(C=C1)C(C(C)(C)C)=O (α-bromo-p-pivaloyl toluene), C(C)(=O)[O-].[K+] (potassium acetate). Run in C(C)(=O)O (acetic acid). The product is C(C)(=O)OCC1=CC=C(C=C1)C(C(C)(C)C)=O (α-acetoxy-p-pivaloyl toluene). Reaction SMILES: Br[CH2:2][C:3]1[CH:8]=[CH:7][C:6]([C:9](=[O:14])[C:10]([CH3:13])([CH3:12])[CH3:11])=[CH:5][CH:4]=1.[C:15]([O-:18])(=[O:17])[CH3:16].[K+]>C(O)(=O)C>[C:15]([O:18][CH2:2][C:3]1[CH:8]=[CH:7][C:6]([C:9](=[O:14])[C:10]([CH3:13])([CH3:12])[CH3:11])=[CH:5][CH:4]=1)(=[O:17])[CH3:16] |f:1.2|. Reported procedure: A mixture of 20.0 grams (0.0785 mole) of α-bromo-p-pivaloyl toluene, 30.0 grams (0.157 mole) of potassium acetate and 60 milliliters of glacial acetic acid is refluxed for 20 hours. The acetic acid is removed in vacuo, and the residue is treated with ice water and then extracted with methylene chloride. The methylene chloride extract is washed with 2N sodium hydroxide solution, dried with magnesium suflate, and then filtered and evaporated to give α-acetoxy-p-pivaloyl toluene. The reactants are Cc1cn2cc(C(O[SiH2]C(C)(C)C)(c3ccccc3)c3ccccc3)ncc2n1, CCOC(=O)C(=O)Cl, C1CCOC1, [Na+], [Na+], O=C([O-])[O-]. The product is CCOC(=O)C(=O)c1c(C)nc2cnc(C(O[SiH2]C(C)(C)C)(c3ccccc3)c3ccccc3)cn12. Reaction SMILES: [C:9]([CH3:10])([CH3:11])([CH3:12])[SiH2:13][O:14][C:15]([c:16]1[n:17][cH:18][c:19]2[n:20]([cH:21]1)[cH:22][c:23]([CH3:25])[n:24]2)([c:26]1[cH:27][cH:28][cH:29][cH:30][cH:31]1)[c:32]1[cH:33][cH:34][cH:35][cH:36][cH:37]1.[CH2:1]([CH3:2])[O:3][C:4]([C:5](=[O:6])[Cl:7])=[O:8].[CH2:44]1[O:45][CH2:46][CH2:47][CH2:48]1.[Na+:38].[Na+:39].[O-:40][C:41](=[O:42])[O-:43]>>[CH2:1]([CH3:2])[O:3][C:4]([C:5](=[O:6])[c:22]1[n:20]2[c:19]([cH:18][n:17][c:16]([C:15]([O:14][SiH2:13][C:9]([CH3:10])([CH3:11])[CH3:12])([c:26]3[cH:27][cH:28][cH:29][cH:30][cH:31]3)[c:32]3[cH:33][cH:34][cH:35][cH:36][cH:37]3)[cH:21]2)[n:24][c:23]1[CH3:25])=[O:8]. Starting materials: C(C1=CC=CC=C1)OC=1C(C=C(OC1)C(=O)O)=O (5-(Benzyloxy)-4-oxo-4H-pyran-2-carboxylic acid), [OH-].[Na+] (sodium hydroxide), Cl.FC(CN)(F)F (2,2,2-Trifluoroethylamine hydrochloride). Run at temperature 70 celsius, time 17 hour. Product: C(C1=CC=CC=C1)OC=1C(C=C(N(C1)CC(F)(F)F)C(=O)O)=O (5-(benzyloxy)-4-oxo-1-(2,2,2-trifluoroethyl)-1,4-dihydropyridine-2-carboxylic acid). The yield is 42.9%. Reaction SMILES: [CH2:1]([O:8][C:9]1[C:10](=[O:18])[CH:11]=[C:12]([C:15]([OH:17])=[O:16])O[CH:14]=1)[C:2]1[CH:7]=[CH:6][CH:5]=[CH:4][CH:3]=1.[OH-].[Na+].Cl.[F:22][C:23]([F:27])([F:26])[CH2:24][NH2:25]>>[CH2:1]([O:8][C:9]1[C:10](=[O:18])[CH:11]=[C:12]([C:15]([OH:17])=[O:16])[N:25]([CH2:24][C:23]([F:27])([F:26])[F:22])[CH:14]=1)[C:2]1[CH:3]=[CH:4][CH:5]=[CH:6][CH:7]=1 |f:1.2,3.4|. Procedure details: 5-(Benzyloxy)-4-oxo-4H-pyran-2-carboxylic acid (10.5 g, 42.7 mmol) was dissolved in sodium hydroxide solution (1.71 g, 42.7 mmol in 77 mL de-ionized water). 2,2,2-Trifluoroethylamine hydrochloride (23.1 g, 171 mmol) was added and the resulting suspension was stirred at 70° C. (oil-bath temperature) in the sealed flask for 17 hours. The reaction mixture was then filtered and the off-white solid was washed with de-ionized water (20 mL×5) to give 5-(benzyloxy)-4-oxo-1-(2,2,2-trifluoroethyl)-1,4-dih... Reactants: C(C)(C)[C@@H]1N(C(OC1)=O)C(CCCCCCCCC)=O (4-(S)-isopropyl-3-(1-oxodecyl)-2-oxazolidinone), BrCC(=O)OC(C)(C)C (tert-butyl bromoacetate). Product: C(C)(C)[C@@H]1N(C(OC1)=O)C([C@H](CCCCCCCC)CC(=O)OC(C)(C)C)=O (4-(S)-Isopropyl-3-[2-(R)-tert-butoxycarbonylmethyl-1-oxodecyl)-2-oxazolidinone). RXN SMILES: [CH:1]([C@H:4]1[CH2:8][O:7][C:6](=[O:9])[N:5]1[C:10](=[O:20])[CH2:11][CH2:12][CH2:13][CH2:14][CH2:15][CH2:16][CH2:17][CH2:18][CH3:19])([CH3:3])[CH3:2].Br[CH2:22][C:23]([O:25][C:26]([CH3:29])([CH3:28])[CH3:27])=[O:24]>>[CH:1]([C@H:4]1[CH2:8][O:7][C:6](=[O:9])[N:5]1[C:10](=[O:20])[C@@H:11]([CH2:22][C:23]([O:25][C:26]([CH3:29])([CH3:28])[CH3:27])=[O:24])[CH2:12][CH2:13][CH2:14][CH2:15][CH2:16][CH2:17][CH2:18][CH3:19])([CH3:3])[CH3:2]. Procedure details: Following the procedure described in Referential Example 4, but using 4-(S)-isopropyl-3-(1-oxodecyl)-2-oxazolidinone (9.85 g), prepared in Referential Example 49, and tert-butyl bromoacetate (25.4 ml) as starting materials, the desired compound (9.17 g) having a m.p. of 58°-59° C. was obtained. Reactants: NC1=C(C(=NN1C(CCCC1=CC=CC=C1)C)CC)C(=O)N (5-amino-3-ethyl-1-(1-methyl-4-phenyl-butyl)-1H-pyrazole-4-carboxamide), CC(C)([O-])C.[K+] (potassium tert-butoxide), COC=1C=C(C=C(C1OC)OC)CC(=O)OC (methyl 3,4,5-trimethoxy-phenylacetate). Solvent: C(C)O (ethanol). Yields the product COC=1C=C(CC=2NC(C3=C(N2)N(N=C3CC)C(CCCC3=CC=CC=C3)C)=O)C=C(C1OC)OC (6-(3,4,5-Trimethoxy-benzyl)-1(1-methyl-4-phenyl-butyl)-3-ethyl-1,5-dihydro-pyrazolo[3,4-d]pyrimidin-4-one). Yield: 41.6%. Reaction SMILES: [NH2:1][C:2]1[N:6]([CH:7]([CH3:17])[CH2:8][CH2:9][CH2:10][C:11]2[CH:16]=[CH:15][CH:14]=[CH:13][CH:12]=2)[N:5]=[C:4]([CH2:18][CH3:19])[C:3]=1[C:20]([NH2:22])=[O:21].CC(C)([O-])C.[K+].[CH3:29][O:30][C:31]1[CH:32]=[C:33]([CH2:41][C:42](OC)=O)[CH:34]=[C:35]([O:39][CH3:40])[C:36]=1[O:37][CH3:38]>C(O)C>[CH3:40][O:39][C:35]1[CH:34]=[C:33]([CH:32]=[C:31]([O:30][CH3:29])[C:36]=1[O:37][CH3:38])[CH2:41][C:42]1[NH:22][C:20](=[O:21])[C:3]2[C:4]([CH2:18][CH3:19])=[N:5][N:6]([CH:7]([CH3:17])[CH2:8][CH2:9][CH2:10][C:11]3[CH:12]=[CH:13][CH:14]=[CH:15][CH:16]=3)[C:2]=2[N:1]=1 |f:1.2|. Procedure details: 400 mg (1.4mmol) of 5-amino-3-ethyl-1-(1-methyl-4-phenyl-butyl)-1H-pyrazole-4-carboxamide, 750 mg (6.7 mmol) of potassium tert-butoxide and 720 mg (3.0 mmol) of methyl 3,4,5-trimethoxy-phenylacetate are refluxed for 16 hours in 10 ml of ethanol. After the solvent has been removed, the mixture is acidified with 1N HCl, extracted 3 times with dichloromethane, the organic phase is dried over sodium sulphate and the solvent is removed in vacuo. Purification by chromatography gives 286 mg (40%) of a ... Reactants: CC(=O)O[BH-](OC(C)=O)OC(C)=O, O=C([O-])O, NCCN1Cc2ccccc2CC1Cc1ccccc1, Cc1ccccc1, CC(=O)O, O=Cc1ccccc1, [Na+], [Na+]. The product is c1ccc(CNCCN2Cc3ccccc3CC2Cc2ccccc2)cc1. As a reaction SMILES: [C:29]([O:30][BH-:31]([O:32][C:33](=[O:34])[CH3:35])[O:36][C:37](=[O:38])[CH3:39])(=[O:40])[CH3:41].[C:43](=[O:44])([O-:45])[OH:46].[CH2:1]([c:2]1[cH:3][cH:4][cH:5][cH:6][cH:7]1)[CH:8]1[N:9]([CH2:18][CH2:19][NH2:20])[CH2:10][c:11]2[cH:12][cH:13][cH:14][cH:15][c:16]2[CH2:17]1.[CH3:48][c:49]1[cH:50][cH:51][cH:52][cH:53][cH:54]1.[CH3:55][C:56](=[O:57])[OH:58].[CH:21](=[O:22])[c:23]1[cH:24][cH:25][cH:26][cH:27][cH:28]1.[Na+:42].[Na+:47]>>[CH2:1]([c:2]1[cH:3][cH:4][cH:5][cH:6][cH:7]1)[CH:8]1[N:9]([CH2:18][CH2:19][NH:20][CH2:21][c:23]2[cH:24][cH:25][cH:26][cH:27][cH:28]2)[CH2:10][c:11]2[cH:12][cH:13][cH:14][cH:15][c:16]2[CH2:17]1. The reactants are CCCC[Sn](CCCC)(CCCC)c1ccncc1, CC(Oc1ccc(S(C)(=O)=O)cc1C(=O)N1Cc2ccc(Cl)nc2C1)C(F)(F)F. Yields the product CC(Oc1ccc(S(C)(=O)=O)cc1C(=O)N1Cc2ccc(-c3ccncc3)nc2C1)C(F)(F)F. As a reaction SMILES: [CH2:30]([Sn:31]([CH2:32][CH2:33][CH2:34][CH3:41])([c:35]1[cH:36][cH:37][n:38][cH:39][cH:40]1)[CH2:42][CH2:43][CH2:44][CH3:45])[CH2:46][CH2:47][CH3:48].[Cl:1][c:2]1[cH:3][cH:4][c:5]2[c:6]([n:7]1)[CH2:8][N:9]([C:11](=[O:12])[c:13]1[c:14]([O:23][CH:24]([C:25]([F:26])([F:27])[F:28])[CH3:29])[cH:15][cH:16][c:17]([S:19](=[O:20])(=[O:21])[CH3:22])[cH:18]1)[CH2:10]2>>[c:2]1(-[c:35]2[cH:36][cH:37][n:38][cH:39][cH:40]2)[cH:3][cH:4][c:5]2[c:6]([n:7]1)[CH2:8][N:9]([C:11](=[O:12])[c:13]1[c:14]([O:23][CH:24]([C:25]([F:26])([F:27])[F:28])[CH3:29])[cH:15][cH:16][c:17]([S:19](=[O:20])(=[O:21])[CH3:22])[cH:18]1)[CH2:10]2.